This data is from the Open Reaction Database (ORD), a public repository of structured organic reaction records. The task is: describe an organic reaction: reactants, conditions, products, and yield Starting materials: COC(=O)CC1=CC(=C(OCC(C)NCC(O)C2=CC(=CC=C2)Cl)C=C1)Cl (2-[2-(4-Methoxycarbonylmethyl-2-chlorophenoxy)-1-methylethyl]amino-1-(3-chlorophenyl)ethanol), N (ammonia). The solvent is CO (methanol). The product is C(N)(=O)CC1=CC(=C(OCC(C)NCC(O)C2=CC(=CC=C2)Cl)C=C1)Cl (2-[2-(4-Carbamoylmethyl-2-chlorophenoxy)-1-methylethyl]amino-1-(3-chlorophenyl)ethanol). As a reaction SMILES: C[O:2][C:3]([CH2:5][C:6]1[CH:26]=[CH:25][C:9]([O:10][CH2:11][CH:12]([NH:14][CH2:15][CH:16]([C:18]2[CH:23]=[CH:22][CH:21]=[C:20]([Cl:24])[CH:19]=2)[OH:17])[CH3:13])=[C:8]([Cl:27])[CH:7]=1)=O.[NH3:28]>CO>[C:3]([CH2:5][C:6]1[CH:26]=[CH:25][C:9]([O:10][CH2:11][CH:12]([NH:14][CH2:15][CH:16]([C:18]2[CH:23]=[CH:22][CH:21]=[C:20]([Cl:24])[CH:19]=2)[OH:17])[CH3:13])=[C:8]([Cl:27])[CH:7]=1)(=[O:2])[NH2:28]. Procedure: A solution of 2 g of 2-[2-(4-methoxycarbonylmethyl-2-chlorophenoxy)-1-methylethyl]amino-1-(3-chlorophenyl)ethanol (prepared as described in Example 22) dissolved in 50 ml of methanol was saturated with gaseous ammonia in a reaction vessel, whilst ice-cooling, after which the reaction vessel was tightly stoppered and allowed to stand at room temperature for one week. At the end of this time, the solvent (methanol) was removed by distillation under reduced pressure, and the residue was recrystalli... The reactants are [Si](C1=CC=CC=C1)(C1=CC=CC=C1)(C(C)(C)C)OC[C@H](CC)N1C(C(C[C@@H]([C@H]1C1=CC=C(C=C1)Cl)C1=CC(=CC=C1)Cl)O)=O ((5R,6S)-1-((S)-1-(tert-butyldiphenylsilyloxy)butan-2-yl)-5-(3-chlorophenyl)-6-(4-chlorophenyl)-3-hydroxypiperidin-2-one), [H-].[Na+] (sodium hydride), IC (iodomethane). Solvent: C1CCOC1 (THF). Conditions: time 30 minute. Yields the product [Si](C1=CC=CC=C1)(C1=CC=CC=C1)(C(C)(C)C)OC[C@H](CC)N1C(C(C[C@@H]([C@H]1C1=CC=C(C=C1)Cl)C1=CC(=CC=C1)Cl)OC)=O ((5R,6S)-1-((S)-1-(tert-butyldiphenylsilyloxy)butan-2-yl)-5-(3-chlorophenyl)-6-(4-chlorophenyl)-3-methoxypiperidin-2-one). As a reaction SMILES: [Si:1]([O:18][CH2:19][C@@H:20]([N:23]1[C@H:28]([C:29]2[CH:34]=[CH:33][C:32]([Cl:35])=[CH:31][CH:30]=2)[C@@H:27]([C:36]2[CH:41]=[CH:40][CH:39]=[C:38]([Cl:42])[CH:37]=2)[CH2:26][CH:25]([OH:43])[C:24]1=[O:44])[CH2:21][CH3:22])([C:14]([CH3:17])([CH3:16])[CH3:15])([C:8]1[CH:13]=[CH:12][CH:11]=[CH:10][CH:9]=1)[C:2]1[CH:7]=[CH:6][CH:5]=[CH:4][CH:3]=1.[H-].[Na+].I[CH3:48]>C1COCC1>[Si:1]([O:18][CH2:19][C@@H:20]([N:23]1[C@H:28]([C:29]2[CH:30]=[CH:31][C:32]([Cl:35])=[CH:33][CH:34]=2)[C@@H:27]([C:36]2[CH:41]=[CH:40][CH:39]=[C:38]([Cl:42])[CH:37]=2)[CH2:26][CH:25]([O:43][CH3:48])[C:24]1=[O:44])[CH2:21][CH3:22])([C:14]([CH3:17])([CH3:16])[CH3:15])([C:8]1[CH:13]=[CH:12][CH:11]=[CH:10][CH:9]=1)[C:2]1[CH:7]=[CH:6][CH:5]=[CH:4][CH:3]=1 |f:1.2|. Reported procedure: To a 0° C. solution of (5R,6S)-1-((S)-1-(tert-butyldiphenylsilyloxy)butan-2-yl)-5-(3-chlorophenyl)-6-(4-chlorophenyl)-3-hydroxypiperidin-2-one (476 mg, 0.736 mmol; Example 203, Step A) in THF (7.360 mL) was added sodium hydride (58.9 mg, 1.472 mmol). After 30 minutes, iodomethane (0.092 mL, 1.472 mmol) was added. After 5 minutes, the cooling bath was removed. After 2 hours, the mixture was quenched with sat. aq. NH4Cl solution. The mixture was partitioned between ethyl acetate and water. The org... Starting materials: C(C)(C)(C)OC(=O)C1=NNC2=C1CC(=C2)OCC (5Ethoxy-1,4-dihydro-cyclopentapyrazole-3-carboxylic acid tert-butyl ester), N1=CC=CC=C1 (pyridine), C1(=CC=C(C=C1)S(=O)(=O)Cl)C (p-toluene sulfonyl chloride). The solvent is C(Cl)Cl (CH2Cl2), C(Cl)Cl (CH2Cl2). Yields the product C(C)(C)(C)OC(=O)C1=NN(C2=C1CC(=C2)OCC)S(=O)(=O)C2=CC=C(C=C2)C (5-Ethoxy-1-(toluene-4-sulfonyl)-1,4-dihydro-cyclopentapyrazole-3-carboxylic acid tert-butyl ester). As a reaction SMILES: [C:1]([O:5][C:6]([C:8]1[C:12]2[CH2:13][C:14]([O:16][CH2:17][CH3:18])=[CH:15][C:11]=2[NH:10][N:9]=1)=[O:7])([CH3:4])([CH3:3])[CH3:2].N1C=CC=CC=1.[C:25]1([CH3:35])[CH:30]=[CH:29][C:28]([S:31](Cl)(=[O:33])=[O:32])=[CH:27][CH:26]=1>C(Cl)Cl>[C:1]([O:5][C:6]([C:8]1[C:12]2[CH2:13][C:14]([O:16][CH2:17][CH3:18])=[CH:15][C:11]=2[N:10]([S:31]([C:28]2[CH:29]=[CH:30][C:25]([CH3:35])=[CH:26][CH:27]=2)(=[O:33])=[O:32])[N:9]=1)=[O:7])([CH3:4])([CH3:3])[CH3:2]. Reported procedure: To a solution of the pyrazole intermediate from step A (275 mg, 1.1 mmol) above in CH2Cl2 (5 mL) was added pyridine (178 μL, 2.2 mmol) and p-toluene sulfonyl chloride (230 mg, 1.21 mmol). After stirring the resulting reaction mixture at room temperature for 3 hours it was diluted with CH2Cl2, washed with 1N HCl, saturated NaHCO3, dried over anhydrous Na2SO4, filtered and concentrated in vacuo. The residue was purified by flash chromatography (SiO2) using 10% ethyl acetate-hexanes. The reactants are O=C([O-])[O-], CC(=O)O, Cc1ccnc(Cl)c1, [Na+], [Na+], O, OO. The product is Cc1cc[n+]([O-])c(Cl)c1. RXN SMILES: [C:12]([O-:13])(=[O:14])[O-:15].[CH3:18][C:19](=[O:20])[OH:21].[Cl:1][c:2]1[n:3][cH:4][cH:5][c:6]([CH3:8])[cH:7]1.[Na+:16].[Na+:17].[OH2:11].[OH:9][OH:10]>>[Cl:1][c:2]1[n+:3]([O-:13])[cH:4][cH:5][c:6]([CH3:8])[cH:7]1. Reactants: ClC=1C=NC=C(C1SC1=C(C=C(S1)C(=O)Cl)[N+](=O)[O-])Cl (5-[(3,5-dichloro-4-pyridyl)sulfanyl]-4-nitro-thiophene-2-carbonyl chloride), FC1=C(CCN)C=CC=C1 (2-fluoro-phenethylamine). Yields the product ClC=1C=NC=C(C1SC1=C(C=C(S1)C(=O)NCCC1=C(C=CC=C1)F)[N+](=O)[O-])Cl (5-((3,5-dichloropyridin-4-yl)thio)-N-(2-fluorophenethyl)-4-nitrothiophene-2-carboxamide), solid. The yield is 18.0%. RXN SMILES: [Cl:1][C:2]1[CH:3]=[N:4][CH:5]=[C:6]([Cl:20])[C:7]=1[S:8][C:9]1[S:13][C:12]([C:14](Cl)=[O:15])=[CH:11][C:10]=1[N+:17]([O-:19])=[O:18].[F:21][C:22]1[CH:30]=[CH:29][CH:28]=[CH:27][C:23]=1[CH2:24][CH2:25][NH2:26]>>[Cl:1][C:2]1[CH:3]=[N:4][CH:5]=[C:6]([Cl:20])[C:7]=1[S:8][C:9]1[S:13][C:12]([C:14]([NH:26][CH2:25][CH2:24][C:23]2[CH:27]=[CH:28][CH:29]=[CH:30][C:22]=2[F:21])=[O:15])=[CH:11][C:10]=1[N+:17]([O-:19])=[O:18]. Procedure details: Prepared according to the procedure described for example 50 from 5-[(3,5-dichloro-4-pyridyl)sulfanyl]-4-nitro-thiophene-2-carbonyl chloride (150 mg, 0.41 mmol) and 2-fluoro-phenethylamine (67.9 mg, 0.49 mmol). The title compound was obtained as a solid (35 mg, 18% yield). 1H NMR (400 MHz, d6-DMSO) δ: 8.98 (2H, m), 8.97 (1H, m), 8.37 (1H, s), 7.27 (2H, m), 7.16 (2H, m), 3.44 (2H, m), 2.82 (2H, m). MS m/z: 470.00, 472.01 [M+H]+. Starting materials: C(C)(C)(C)C=1C=C(C(C1)=C(C1=CC=CC=C1)C1=CC=CC=C1)C (3-tert-butyl-1-methyl-6,6-diphenyl fulvene), solution, C(C)(C)(C)C=1C=CC=2CC3=CC=C(C=C3C2C1)C(C)(C)C (3,6-di-tert-butyl-fluorene), C(CCC)[Li].CCCCCC (n-butyl lithium hexane), O (water). Solvent: C(C)OCC (diethyl ether), C(C)OCC (diethyl ether), C(C)OCC (diethyl ether). Yields the product C(C)(C)(C)C=1C=C(C=2CC3=CC=C(C=C3C2C1)C(C)(C)C)C(C1=CC=CC=C1)C1=CC=CC=C1 ((3,6-di-tert-butyl-fluorenyl)diphenylmethane), solid. The yield is 71.0%. RXN SMILES: [C:1]([C:5]1[CH:6]=[CH:7][C:8]2[CH2:9][C:10]3[C:15]([C:16]=2[CH:17]=1)=[CH:14][C:13]([C:18]([CH3:21])([CH3:20])[CH3:19])=[CH:12][CH:11]=3)([CH3:4])([CH3:3])[CH3:2].C([Li])CCC.CCCCCC.C(C1C=C(C)C(=[C:42]([C:49]2[CH:54]=[CH:53][CH:52]=[CH:51][CH:50]=2)[C:43]2[CH:48]=[CH:47][CH:46]=[CH:45][CH:44]=2)C=1)(C)(C)C.O>C(OCC)C>[C:1]([C:5]1[CH:6]=[C:7]([CH:42]([C:43]2[CH:48]=[CH:47][CH:46]=[CH:45][CH:44]=2)[C:49]2[CH:54]=[CH:53][CH:52]=[CH:51][CH:50]=2)[C:8]2[CH2:9][C:10]3[C:15]([C:16]=2[CH:17]=1)=[CH:14][C:13]([C:18]([CH3:21])([CH3:20])[CH3:19])=[CH:12][CH:11]=3)([CH3:4])([CH3:3])[CH3:2] |f:1.2|. Procedure details: In a 200 ml three-necked flask equipped with a magnetic stirrer chip and three-way cock thoroughly purged with nitrogen, 3.01 g of 3,6-di-tert-butyl-fluorene (10.8 mmol) was dissolved in 80 ml of dehydrated diethyl ether in a nitrogen atmosphere. To the solution, 7.6 ml of a n-butyl lithium/hexane solution (1.56M: 11.9 mmol) was gradually added dropwise in an ice bath and stirred at room temperature over night. To the reaction solution, 50 ml of a solution prepared by dissolving 4.86 g of 3-tert... Reactants: CCN1CC=C(c2cccc(S(C)(=O)=O)c2F)CC1, O=CO, CC(C)O. Yields the product CCN1CCC(c2cccc(S(C)(=O)=O)c2F)CC1. Reaction SMILES: [CH2:1]([CH3:2])[N:3]1[CH2:4][CH2:5][C:6]([c:9]2[c:10]([F:19])[c:11]([S:15](=[O:16])(=[O:17])[CH3:18])[cH:12][cH:13][cH:14]2)=[CH:7][CH2:8]1.[CH:20]([OH:21])=[O:22].[CH:23]([OH:24])([CH3:25])[CH3:26]>>[CH2:1]([CH3:2])[N:3]1[CH2:4][CH2:5][CH:6]([c:9]2[c:10]([F:19])[c:11]([S:15](=[O:16])(=[O:17])[CH3:18])[cH:12][cH:13][cH:14]2)[CH2:7][CH2:8]1. The reactants are C1(=CC=CC=C1)P(C1=CC=CC=C1)C1=CC=CC=C1 (Triphenylphosphine), N1CCOCC1 (morpholine), [Br-].C(C=C)OC(=O)N1C[C@H](C[C@H]1CC1=C[N+]=2C(S1)=CN(C2C)CC(=O)OCC)SC=2[C@@H]([C@H]1N(C2C(=O)OCC=C)C([C@@H]1[C@@H](C)O)=O)C (allyl(1R,5S,6S)-2-[(3S,5S)-1-allyloxycarbonyl-5-[6-ethoxycarbonylmethyl-5-methylimidazo[5,1-b]thiazolium-2-yl]methylpyrrolidin-3-yl]thio-6-((1R)-1-hydroxyethyl)-1-methylcarbapen-2-em-3-carboxylate bromide). Reagents/catalysts: C=1C=CC(=CC1)[P](C=2C=CC=CC2)(C=3C=CC=CC3)[Pd]([P](C=4C=CC=CC4)(C=5C=CC=CC5)C=6C=CC=CC6)([P](C=7C=CC=CC7)(C=8C=CC=CC8)C=9C=CC=CC9)[P](C=1C=CC=CC1)(C=1C=CC=CC1)C=1C=CC=CC1 (tetrakis(triphenylphosphine)palladium(0)). The solvent is C(C)O (ethanol), C1CCOC1 (THF), C1CCOC1 (THF). Run at time 55 minute. Yields the product C(C)OC(=O)CN1C(=[N+]2C(SC(=C2)C[C@@H]2C[C@@H](CN2)SC=2[C@@H]([C@H]3N(C2C(=O)[O-])C([C@@H]3[C@@H](C)O)=O)C)=C1)C ((1R,5S,6S)-2-[(3S,5S)-5-[6-Ethoxycarbonylmethyl-5-methylimidazo[5,1-b]thiazolium-2-yl]methylpyrrolidin-3-yl]thio-6-((1R)-1-hydroxyethyl)-1-methylcarbapen-2-em-3-carboxylate). Yield: 4.4%. Reaction SMILES: [Br-].C(OC([N:8]1[C@H:12]([CH2:13][C:14]2[S:18][C:17]3=[CH:19][N:20]([CH2:23][C:24]([O:26][CH2:27][CH3:28])=[O:25])[C:21]([CH3:22])=[N+:16]3[CH:15]=2)[CH2:11][C@H:10]([S:29][C:30]2[C@H:31]([CH3:47])[C@@H:32]3[C@@H:42]([C@H:43]([OH:45])[CH3:44])[C:41](=[O:46])[N:33]3[C:34]=2[C:35]([O:37]CC=C)=[O:36])[CH2:9]1)=O)C=C.C1(P(C2C=CC=CC=2)C2C=CC=CC=2)C=CC=CC=1.N1CCOCC1>C1C=CC([P]([Pd]([P](C2C=CC=CC=2)(C2C=CC=CC=2)C2C=CC=CC=2)([P](C2C=CC=CC=2)(C2C=CC=CC=2)C2C=CC=CC=2)[P](C2C=CC=CC=2)(C2C=CC=CC=2)C2C=CC=CC=2)(C2C=CC=CC=2)C2C=CC=CC=2)=CC=1.C1COCC1.C(O)C>[CH2:27]([O:26][C:24]([CH2:23][N:20]1[CH:19]=[C:17]2[S:18][C:14]([CH2:13][C@H:12]3[NH:8][CH2:9][C@@H:10]([S:29][C:30]4[C@H:31]([CH3:47])[C@@H:32]5[C@@H:42]([C@H:43]([OH:45])[CH3:44])[C:41](=[O:46])[N:33]5[C:34]=4[C:35]([O-:37])=[O:36])[CH2:11]3)=[CH:15][N+:16]2=[C:21]1[CH3:22])=[O:25])[CH3:28] |f:0.1,^1:76,78,97,116|. Procedure details: Anhydrous THF (0.6 ml) and 0.6 ml of dry ethanol are added to 49.7 mg of allyl(1R,5S,6S)-2-[(3S,5S)-1-allyloxycarbonyl-5-[6-ethoxycarbonylmethyl-5-methylimidazo[5,1-b]thiazolium-2-yl]methylpyrrolidin-3-yl]thio-6-((1R)-1-hydroxyethyl)-1-methylcarbapen-2-em-3-carboxylate bromide. Triphenylphosphine (6.9 mg), 0.014 ml of morpholine, and 3.8 mg of tetrakis(triphenylphosphine)palladium(0) are successively added thereto, and the mixture is stirred in an argon atmosphere at room temperature for 55 min.... Starting materials: CCOCc1nc2c(N)nc3cc(Br)ccc3c2n1CCCOC, C1COCCO1, [Cu]I, [K+], [K+], [K+], O=P([O-])([O-])[O-], c1cn[nH]c1. Yields the product CCOCc1nc2c(N)nc3cc(-n4cccn4)ccc3c2n1CCCOC. As a reaction SMILES: [Br:14][c:15]1[cH:16][cH:17][c:18]2[c:19]3[c:20]([c:21]([NH2:25])[n:22][c:23]2[cH:24]1)[n:26][c:27]([CH2:34][O:35][CH2:36][CH3:37])[n:28]3[CH2:29][CH2:30][CH2:31][O:32][CH3:33].[CH2:40]1[O:41][CH2:42][CH2:43][O:44][CH2:45]1.[Cu:38][I:39].[K+:6].[K+:7].[K+:8].[P:1]([O-:2])([O-:3])([O-:4])=[O:5].[nH:9]1[n:10][cH:11][cH:12][cH:13]1>>[n:9]1(-[c:15]2[cH:16][cH:17][c:18]3[c:19]4[c:20]([c:21]([NH2:25])[n:22][c:23]3[cH:24]2)[n:26][c:27]([CH2:34][O:35][CH2:36][CH3:37])[n:28]4[CH2:29][CH2:30][CH2:31][O:32][CH3:33])[n:10][cH:11][cH:12][cH:13]1. Reactants: CCO, CC(=O)c1ccccc1, O, P. Yields the product CC(O)c1ccccc1. RXN SMILES: [CH3:11][CH2:12][OH:13].[CH3:2][C:3](=[O:4])[c:5]1[cH:6][cH:7][cH:8][cH:9][cH:10]1.[OH2:14].[PH3:1]>>[CH3:2][CH:3]([OH:4])[c:5]1[cH:6][cH:7][cH:8][cH:9][cH:10]1.